Dataset: the Open Reaction Database (ORD), a public repository of structured organic reaction records. Task: describe an organic reaction: reactants, conditions, products, and yield The reactants are N#Cc1ccc(OCC2CN2C(=O)OCc2ccccc2)cc1, CC(C)(C)OC(=O)N1CC2CNCC(C2)C1, CC(C)O. Product: CC(C)(C)OC(=O)N1CC2CC(CN(CC(COc3ccc(C#N)cc3)NC(=O)OCc3ccccc3)C2)C1. Reaction SMILES: [C:1](#[N:2])[c:3]1[cH:4][cH:5][c:6]([O:7][CH2:8][CH:9]2[N:10]([C:12](=[O:13])[O:14][CH2:15][c:16]3[cH:17][cH:18][cH:19][cH:20][cH:21]3)[CH2:11]2)[cH:22][cH:23]1.[CH:24]12[CH2:25][N:26]([C:33](=[O:34])[O:35][C:36]([CH3:37])([CH3:38])[CH3:39])[CH2:27][CH:28]([CH2:29][NH:30][CH2:31]1)[CH2:32]2.[CH:40]([OH:41])([CH3:42])[CH3:43]>>[C:1](#[N:2])[c:3]1[cH:4][cH:5][c:6]([O:7][CH2:8][CH:9]([NH:10][C:12](=[O:13])[O:14][CH2:15][c:16]2[cH:17][cH:18][cH:19][cH:20][cH:21]2)[CH2:11][N:30]2[CH2:29][CH:28]3[CH2:27][N:26]([C:33](=[O:34])[O:35][C:36]([CH3:37])([CH3:38])[CH3:39])[CH2:25][CH:24]([CH2:31]2)[CH2:32]3)[cH:22][cH:23]1. The reactants are BrC1=C(C=NC=C1)N(C(C1=CC(=CC(=C1)C(F)(F)F)C(F)(F)F)=O)C (N-(4-bromo-pyridin-3-yl)-N-methyl-3,5-bis-trifluoromethyl-benzamide), CC1=NC=CC=C1B(O)O (2-methylpyridine-3-boronic acid), liquid. Run in CN(C)C=O (DMF). The product is CN(C(C1=CC(=CC(=C1)C(F)(F)F)C(F)(F)F)=O)C=1C=NC=CC1C=1C(=NC=CC1)C (N-Methyl-N-(2-methyl-[3,4]bipyridinyl-3′-yl)-3,5-bis-trifluoromethyl-benzamide). As a reaction SMILES: Br[C:2]1[CH:7]=[CH:6][N:5]=[CH:4][C:3]=1[N:8]([CH3:25])[C:9](=[O:24])[C:10]1[CH:15]=[C:14]([C:16]([F:19])([F:18])[F:17])[CH:13]=[C:12]([C:20]([F:23])([F:22])[F:21])[CH:11]=1.[CH3:26][C:27]1[C:32](B(O)O)=[CH:31][CH:30]=[CH:29][N:28]=1>CN(C=O)C>[CH3:25][N:8]([C:3]1[CH:4]=[N:5][CH:6]=[CH:7][C:2]=1[C:32]1[C:27]([CH3:26])=[N:28][CH:29]=[CH:30][CH:31]=1)[C:9](=[O:24])[C:10]1[CH:15]=[C:14]([C:16]([F:19])([F:18])[F:17])[CH:13]=[C:12]([C:20]([F:23])([F:22])[F:21])[CH:11]=1. Procedure: The title compound was prepared in analogy to example 25, from N-(4-bromo-pyridin-3-yl)-N-methyl-3,5-bis-trifluoromethyl-benzamide (example 25, intermediate a) and 2-methylpyridine-3-boronic acid (CAS RN 899436-71-6) and using DMF as solvent for the reaction. Yellow sticky liquid (11%). MS (ESI): m/z=439.8 [M+H]+.